From a dataset of the Open Reaction Database (ORD), a public repository of structured organic reaction records. describe an organic reaction: reactants, conditions, products, and yield As a reaction SMILES: [CH3:1][C:2]1[CH:3]=[C:4]([CH:21]=[CH:22][C:23]=1[N+:24]([O-])=O)[C:5]([N:7]1[C:13]2[CH:14]=[CH:15][CH:16]=[CH:17][C:12]=2[CH2:11][N:10]2[CH:18]=[CH:19][CH:20]=[C:9]2[CH2:8]1)=[O:6].NN>C(O)C.[Pd]>[NH2:24][C:23]1[CH:22]=[CH:21][C:4]([C:5]([N:7]2[C:13]3[CH:14]=[CH:15][CH:16]=[CH:17][C:12]=3[CH2:11][N:10]3[CH:18]=[CH:19][CH:20]=[C:9]3[CH2:8]2)=[O:6])=[CH:3][C:2]=1[CH3:1]. Starting materials: CC=1C=C(C(=O)N2CC=3N(CC4=C2C=CC=C4)C=CC3)C=CC1[N+](=O)[O-] (10,11-dihydro-10-(3-methyl-4-nitro-benzoyl)-5H-pyrrolo[2,1-c][1,4]benzodiazepine), NN (hydrazine). Yield: 85.2%. Reported procedure: A mixture of 1.22 g 10,11-dihydro-10-(3-methyl-4-nitro-benzoyl)-5H-pyrrolo[2,1-c][1,4]benzodiazepine, 0.2 g of 10% Pd/C and 0.35 g of anhydrous hydrazine in 50 ml of absolute ethyl alcohol is heated on a steam bath for 1 hour. The reaction mixture is filtered hot through diatomaceous earth and evaporated in vacuo to a residue. The residue is crystallized from methylene chloride-hexane to give 0.95 g of the desired product as crystals, m.p. 232°-234° C. Run in C(C)O (ethyl alcohol). The product is NC1=C(C=C(C(=O)N2CC=3N(CC4=C2C=CC=C4)C=CC3)C=C1)C (10,11-Dihydro-10-(4-amino-3-methylbenzoyl)-5H-pyrrolo[2,1-c][1,4]benzodiazepine). The reagents and catalysts are [Pd] (Pd/C).